From a dataset of the Open Reaction Database (ORD), a public repository of structured organic reaction records. describe an organic reaction: reactants, conditions, products, and yield The reactants are NC1=CC=C(C2=CC=CC=C12)CCC(=O)O (3-(4-amino-1-naphthyl)propanoic acid), Cl.COC(C1=C(C=CC=C1O)OCCCCN)=O (2-(4-amino-butoxy)-6-hydroxy-benzoic acid methyl ester hydrochloride), F[B-](F)(F)F.N1(N=NC2=C1C=CC=C2)OC(N(C)C)=[N+](C)C ([(benzotriazol-1-yloxy)-dimethylamino-methylene]-dimethyl-ammonium tetrafluoroborate), C(C)(C)N(C(C)C)CC (N,N-diisopropylethylamine). The solvent is CN(C)C=O (DMF), O (water). Conditions: time 1.5 hour. The product is NC1=CC=C(C2=CC=CC=C12)CCC(=O)NCCCCOC1=C(C(=O)OC)C(=CC=C1)O (methyl 2-(4-{[3-(4-amino-1-naphthyl)propanoyl]amino}butoxy)-6-hydroxybenzoate). The yield is 52.5%. As a reaction SMILES: [NH2:1][C:2]1[C:11]2[C:6](=[CH:7][CH:8]=[CH:9][CH:10]=2)[C:5]([CH2:12][CH2:13][C:14]([OH:16])=O)=[CH:4][CH:3]=1.Cl.[CH3:18][O:19][C:20](=[O:34])[C:21]1[C:26]([OH:27])=[CH:25][CH:24]=[CH:23][C:22]=1[O:28][CH2:29][CH2:30][CH2:31][CH2:32][NH2:33].F[B-](F)(F)F.N1(OC(=[N+](C)C)N(C)C)C2C=CC=CC=2N=N1.C(N(CC)C(C)C)(C)C>CN(C=O)C.O>[NH2:1][C:2]1[C:11]2[C:6](=[CH:7][CH:8]=[CH:9][CH:10]=2)[C:5]([CH2:12][CH2:13][C:14]([NH:33][CH2:32][CH2:31][CH2:30][CH2:29][O:28][C:22]2[CH:23]=[CH:24][CH:25]=[C:26]([OH:27])[C:21]=2[C:20]([O:19][CH3:18])=[O:34])=[O:16])=[CH:4][CH:3]=1 |f:1.2,3.4|. Procedure: A mixture of 3-(4-amino-1-naphthyl)propanoic acid (160 mg, 0.74 mmol), 2-(4-amino-butoxy)-6-hydroxy-benzoic acid methyl ester hydrochloride (200 mg, 0.72 mmol), [(benzotriazol-1-yloxy)-dimethylamino-methylene]-dimethyl-ammonium tetrafluoroborate (TBTU) (275 mg, 0.857 mmol) and N,N-diisopropylethylamine (0.4 mL, 2.3 mmol) in DMF (3 mL) was stirred at ambient temperature for 1.5 hour, poured into water (10 mL) and extracted with ethyl acetate (3×20 mL). The combined ethyl acetate layers were washe...